This data is from the Open Reaction Database (ORD), a public repository of structured organic reaction records. The task is: describe an organic reaction: reactants, conditions, products, and yield Starting materials: ClC1=C(C=NC2=CC(=C(C=C12)OC)OC)C#N (4-chloro-6,7-dimethoxy-quinoline-3-carbonitrile), ClC1=C(C=C(N)C=C1)C(F)(F)F (4-chloro-3-trifluoromethylaniline), Cl.N1=CC=CC=C1 (pyridine hydrochloride), C(C)OCCO (2-ethoxyethanol). Reaction conditions: temperature 139 celsius. Product: ClC1=C(C=C(C=C1)NC1=C(C=NC2=CC(=C(C=C12)OC)OC)C#N)C(F)(F)F (4-(4-Chloro-3-trifluoromethylphenylamino)-6,7-dimethoxyquinoline-3-carbonitrile). Yield: 65.2%. RXN SMILES: Cl[C:2]1[C:11]2[C:6](=[CH:7][C:8]([O:14][CH3:15])=[C:9]([O:12][CH3:13])[CH:10]=2)[N:5]=[CH:4][C:3]=1[C:16]#[N:17].[Cl:18][C:19]1[CH:25]=[CH:24][C:22]([NH2:23])=[CH:21][C:20]=1[C:26]([F:29])([F:28])[F:27].Cl.N1C=CC=CC=1.C(OCCO)C>>[Cl:18][C:19]1[CH:25]=[CH:24][C:22]([NH:23][C:2]2[C:11]3[C:6](=[CH:7][C:8]([O:14][CH3:15])=[C:9]([O:12][CH3:13])[CH:10]=3)[N:5]=[CH:4][C:3]=2[C:16]#[N:17])=[CH:21][C:20]=1[C:26]([F:27])([F:28])[F:29] |f:2.3|. Reported procedure: A mixture of 0.248 g (1 mmol)of 4-chloro-6,7-dimethoxy-quinoline-3-carbonitrile, 0.215 g of 4-chloro-3-trifluoromethylaniline, 0.116 g (1 mmol) pyridine hydrochloride and 12 ml of 2-ethoxyethanol was heated in a 138-140° C. oil bath for 1.5 hours; progress of the reaction was monitored by TLC. When TLC indicated the disappearance of starting material, the reaction was cooled and concentrated in vacuo to a thick oil. To this oil was added 50 ml of water followed by 5 ml of IM NaHCO3, approximatel... Reactants: Cl.O[C@H]1CNCC1 ((3R)-3-Hydroxypyrrolidine hydrochloride), C(C)(C)N(C(C)C)CC (N,N-diisopropylethylarnine), FC=1C=C(C=CC1F)[N+](=O)[O-] (3,4-difluoronitrobenzene). Run in C(C)#N (acetonitrile). The product is FC=1C=C(C=CC1N1C[C@@H](CC1)O)[N+](=O)[O-] (3-Fluoro-4-((3R)-3-hydroxy-1-pyrrolidinyl)nitrobenzene). The yield is 95.6%. As a reaction SMILES: Cl.[OH:2][C@@H:3]1[CH2:7][CH2:6][NH:5][CH2:4]1.C(N(CC)C(C)C)(C)C.[F:17][C:18]1[CH:19]=[C:20]([N+:25]([O-:27])=[O:26])[CH:21]=[CH:22][C:23]=1F>C(#N)C>[F:17][C:18]1[CH:19]=[C:20]([N+:25]([O-:27])=[O:26])[CH:21]=[CH:22][C:23]=1[N:5]1[CH2:6][CH2:7][C@@H:3]([OH:2])[CH2:4]1 |f:0.1|. Procedure details: (3R)-3-Hydroxypyrrolidine hydrochloride (20 g, 0.163 M) was suspended by stirring in acetonitrile (200 ml) under nitrogen at 50°, and treated with N,N-diisopropylethylarnine (52.5 g, 0.41 M) and 3,4-difluoronitrobenzene (25.9 g, 0.153 M). The mixture was heated at 90° for 17 hours, then the solvent evaporated. The residue was dissolved in dichloromethane (500 ml) and washed with 5% aqueous sodium dihydrogen phosphate (300 ml), which caused partial precipitation. The precipitate was filtered, was... Reactants: CC#N, Cc1cccc2cc(C=O)c(Cl)nc12, [Na+], [Na+], O=C([O-])[O-], O, Cc1ccccc1B(O)O. The product is Cc1ccccc1-c1nc2c(C)cccc2cc1C=O. As a reaction SMILES: [CH3:31][C:32]#[N:33].[Cl:1][c:2]1[n:3][c:4]2[c:5]([CH3:14])[cH:6][cH:7][cH:8][c:9]2[cH:10][c:11]1[CH:12]=[O:13].[Na+:25].[Na+:26].[O-:27][C:28](=[O:29])[O-:30].[OH2:34].[c:15]1([CH3:24])[c:16]([B:21]([OH:22])[OH:23])[cH:17][cH:18][cH:19][cH:20]1>>[c:2]1(-[c:16]2[c:15]([CH3:24])[cH:20][cH:19][cH:18][cH:17]2)[n:3][c:4]2[c:5]([CH3:14])[cH:6][cH:7][cH:8][c:9]2[cH:10][c:11]1[CH:12]=[O:13].